This data is from the Open Reaction Database (ORD), a public repository of structured organic reaction records. The task is: describe an organic reaction: reactants, conditions, products, and yield Starting materials: C(CCC)OC(=O)N1CCN(CC1)C([C@H](CC=1C(=NOC1C)O)NC(=O)OC(C)(C)C)=O (4-[(S)-2-tert-Butoxycarbonylamino-3-(3-hydroxy-5-methyl-isoxazol-4-yl)-propionyl]-piperazine-1-carboxylic acid butyl ester), C(=O)(C(F)(F)F)O (TFA). The solvent is ClCCl (dichloromethane). Reaction conditions: time 12 hour. Product: C(CCC)OC(=O)N1CCN(CC1)C([C@H](CC=1C(=NOC1C)O)N)=O (4-[(S)-2-Amino-3-(3-hydroxy-5-methyl-isoxazol-4-yl)-propionyl]-piperazine-1-carboxylic acid butyl ester). As a reaction SMILES: [CH2:1]([O:5][C:6]([N:8]1[CH2:13][CH2:12][N:11]([C:14](=[O:32])[C@@H:15]([NH:24]C(OC(C)(C)C)=O)[CH2:16][C:17]2[C:18]([OH:23])=[N:19][O:20][C:21]=2[CH3:22])[CH2:10][CH2:9]1)=[O:7])[CH2:2][CH2:3][CH3:4].C(O)(C(F)(F)F)=O>ClCCl>[CH2:1]([O:5][C:6]([N:8]1[CH2:9][CH2:10][N:11]([C:14](=[O:32])[C@@H:15]([NH2:24])[CH2:16][C:17]2[C:18]([OH:23])=[N:19][O:20][C:21]=2[CH3:22])[CH2:12][CH2:13]1)=[O:7])[CH2:2][CH2:3][CH3:4]. Procedure details: To a solution of 146 mg 4-[(S)-2-tert-Butoxycarbonylamino-3-(3-hydroxy-5-methyl-isoxazol-4-yl)-propionyl]-piperazine-1-carboxylic acid butyl ester in 5 ml dichloromethane were added 0.4 ml TFA. After 12 h stirring at RT the solvents were removed and the residue was codistilled twice with toluene. Yield: 156 mg. Reactants: FC1=NC(=CC=C1O)C1=CC=C(C=C1)OCCCCCCCC (2-fluoro-3-hydroxy-6-(4-octyloxyphenyl)pyridine), C1(CCCCC1)N=C=NC1CCCCC1 (dicyclohexylcarbodiimide), C(CCCC)[C@@H]1CC[C@H](CC1)C(=O)O (trans-4-pentylcyclohexanecarboxylic acid). The reagents and catalysts are CN(C)C1=CC=NC=C1 (4-(N,N-dimethylamino)pyridine). The solvent is C(Cl)Cl (methylene chloride). The product is C(CCCC)[C@@H]1CC[C@H](CC1)C(=O)OC=1C(=NC(=CC1)C1=CC=C(C=C1)OCCCCCCCC)F (2-fluoro-6-(4-octyloxyphenyl)pyridin-3-yl trans-4-pentylcyclohexanecarboxylate). Yield: 42.0%. RXN SMILES: [F:1][C:2]1[C:7]([OH:8])=[CH:6][CH:5]=[C:4]([C:9]2[CH:14]=[CH:13][C:12]([O:15][CH2:16][CH2:17][CH2:18][CH2:19][CH2:20][CH2:21][CH2:22][CH3:23])=[CH:11][CH:10]=2)[N:3]=1.C1(N=C=NC2CCCCC2)CCCCC1.[CH2:39]([C@H:44]1[CH2:49][CH2:48][C@H:47]([C:50](O)=[O:51])[CH2:46][CH2:45]1)[CH2:40][CH2:41][CH2:42][CH3:43]>CN(C1C=CN=CC=1)C.C(Cl)Cl>[CH2:39]([C@H:44]1[CH2:45][CH2:46][C@H:47]([C:50]([O:8][C:7]2[C:2]([F:1])=[N:3][C:4]([C:9]3[CH:14]=[CH:13][C:12]([O:15][CH2:16][CH2:17][CH2:18][CH2:19][CH2:20][CH2:21][CH2:22][CH3:23])=[CH:11][CH:10]=3)=[CH:5][CH:6]=2)=[O:51])[CH2:48][CH2:49]1)[CH2:40][CH2:41][CH2:42][CH3:43]. Procedure: 0.29 g (0.91 mmol) of 2-fluoro-3-hydroxy-6-(4-octyloxyphenyl)pyridine (prepared as described in Example 3), 0.19 g (0.91 mmol) of dicyclohexylcarbodiimide, 0.16 g (0.91 mmol) of trans-4-pentylcyclohexanecarboxylic acid and 0.01 g of 4-(N,N-dimethylamino)pyridine are stirred in 10 ml of methylene chloride at room temperature for 18 hours. Filtration, evaporation to dryness, purification by chromatography (silica gel, 8:2 hexane/ethyl acetate) and recrystallization from acetonitrile give 0.19 g of... The reactants are ClCCI (1-chloro-2-iodoethane), ClC1=NC(=C2N=CN(C2=N1)CC)N1[C@H](COCC1)C ((S)-4-(2-chloro-9-ethyl-9H-purin-6-yl)-3-methylmorpholine), C(C)(C)[N-]C(C)C.[Li+] (lithium diisopropylamide). Run in C1CCOC1 (THF), C1CCOC1 (THF). Conditions: temperature -78 celsius, time 2 hour. Yields the product ClC1=NC(=C2N=C(N(C2=N1)CC)I)N1[C@H](COCC1)C ((S)-4-(2-chloro-9-ethyl-8-iodo-9H-purin-6-yl)-3-methyl-morpholine). Isolated yield 90.7%. RXN SMILES: [Cl:1][C:2]1[N:10]=[C:9]2[C:5]([N:6]=[CH:7][N:8]2[CH2:11][CH3:12])=[C:4]([N:13]2[CH2:18][CH2:17][O:16][CH2:15][C@@H:14]2[CH3:19])[N:3]=1.C([N-]C(C)C)(C)C.[Li+].ClCC[I:31]>C1COCC1>[Cl:1][C:2]1[N:10]=[C:9]2[C:5]([N:6]=[C:7]([I:31])[N:8]2[CH2:11][CH3:12])=[C:4]([N:13]2[CH2:18][CH2:17][O:16][CH2:15][C@@H:14]2[CH3:19])[N:3]=1 |f:1.2|. Procedure: To (S)-4-(2-chloro-9-ethyl-9H-purin-6-yl)-3-methylmorpholine (465.0 mg, 1.65 mmol) in anhydrous THF (6.7 mL) at −78° C. under N2 was added freshly prepared lithium diisopropylamide in THF (2.0 eq). The reaction was stirred at −78° C. under N2 for 2 hours, and 1-chloro-2-iodoethane (1.01 g, 5.78 mmol, 3.5 eq.) was added. The reaction mixture was then stirred at RT for 3 days and then quenched with saturated aqueous sodium ammonium chloride solution at 0° C. Volatile solvent was then evaporated in...